Dataset: the Open Reaction Database (ORD), a public repository of structured organic reaction records. Task: describe an organic reaction: reactants, conditions, products, and yield Starting materials: C(CCCCCCCC)(=O)OC1=CC=C(C=C1)C1=CC=C(C=C1)C(=O)O (4'-nonanoyloxybiphenyl-4-carboxylic acid), C(CCCCCCC)C1=CC=C(C=C1)C1=CC=C(C=C1)C(=O)O (4'-octylbiphenyl-4-carboxylic acid). Product: C(CCCCCCC)C1=CC=C(C=C1)C1=CC=C(C=C1)C(=O)OC1=CC=C(C=C1)C(=O)OC(CCCCCC)C (4-(1-Methylheptyloxycarbonyl)-phenyl 4'-n-Octylbiphenyl-4-carboxylate). Reaction SMILES: C(OC1C=CC([C:18]2[CH:23]=[CH:22][C:21]([C:24]([OH:26])=[O:25])=[CH:20][CH:19]=2)=CC=1)(=O)CCCCCCCC.[CH2:27]([C:35]1[CH:40]=[CH:39][C:38]([C:41]2[CH:46]=[CH:45][C:44]([C:47]([OH:49])=[O:48])=[CH:43][CH:42]=2)=[CH:37][CH:36]=1)[CH2:28][CH2:29][CH2:30][CH2:31][CH2:32][CH2:33][CH3:34]>>[CH2:27]([C:35]1[CH:40]=[CH:39][C:38]([C:41]2[CH:46]=[CH:45][C:44]([C:47]([O:49][C:18]3[CH:19]=[CH:20][C:21]([C:24]([O:26][CH:35]([CH3:36])[CH2:27][CH2:28][CH2:29][CH2:30][CH2:31][CH3:32])=[O:25])=[CH:22][CH:23]=3)=[O:48])=[CH:43][CH:42]=2)=[CH:37][CH:36]=1)[CH2:28][CH2:29][CH2:30][CH2:31][CH2:32][CH2:33][CH3:34]. Reported procedure: The titled optically active compound was synthesized in the same manner as in Example 1, except for replacing 4'-nonanoyloxybiphenyl-4-carboxylic acid as used in Example 1-(3) with 4'-octylbiphenyl-4-carboxylic acid.